From a dataset of the Open Reaction Database (ORD), a public repository of structured organic reaction records. describe an organic reaction: reactants, conditions, products, and yield Product: C(C)(CC)N1CC(C1)C=1C(=C(C=C(C1C)Cl)C(C)N1N=C(C=2C1=NC=NC2N)C)OC (1-{1-[3-(1-sec-butylazetidin-3-yl)-5-chloro-2-methoxy-4-methylphenyl]ethyl}-3-methyl-1H-pyrazolo[3,4-d]pyrimidin-4-amine). Starting materials: Cl.Cl.N1CC(C1)C=1C(=C(C=C(C1C)Cl)C(C)N1N=C(C=2C1=NC=NC2N)C)OC (1-[1-(3-azetidin-3-yl-5-chloro-2-methoxy-4-methylphenyl)ethyl]-3-methyl-1H-pyrazolo[3,4-d]pyrimidin-4-amine dihydrochloride). As a reaction SMILES: Cl.Cl.[NH:3]1[CH2:6][CH:5]([C:7]2[C:8]([O:28][CH3:29])=[C:9]([CH:15]([N:17]3[C:21]4=[N:22][CH:23]=[N:24][C:25]([NH2:26])=[C:20]4[C:19]([CH3:27])=[N:18]3)[CH3:16])[CH:10]=[C:11]([Cl:14])[C:12]=2[CH3:13])[CH2:4]1>CC(=O)CC>[CH:5]([N:3]1[CH2:4][CH:5]([C:7]2[C:8]([O:28][CH3:29])=[C:9]([CH:15]([N:17]3[C:21]4=[N:22][CH:23]=[N:24][C:25]([NH2:26])=[C:20]4[C:19]([CH3:27])=[N:18]3)[CH3:16])[CH:10]=[C:11]([Cl:14])[C:12]=2[CH3:13])[CH2:6]1)([CH2:7][CH3:12])[CH3:4] |f:0.1.2|. The solvent is CC(CC)=O (2-butanone). Procedure: This compound was prepared using procedures analogous to those for Example 1, with racemic 1-[1-(3-azetidin-3-yl-5-chloro-2-methoxy-4-methylphenyl)ethyl]-3-methyl-1H-pyrazolo[3,4-d]pyrimidin-4-amine dihydrochloride from Example 2, Step 1 and 2-butanone instead of acetone. The crude was purified using RP-HPLC (XBridge C18 column, eluting with a gradient of acetonitrile/water containing 0.1% ammonium hydroxide, at flow rate of 30 mL/min) to give the desired product. The product was isolated as a m... The reactants are N12CCCCCC2=NCCC1 (1,8-diazabicyclo[5.4.0]undec-7-ene), BrC[C@H]1CN(C[C@@H]1O)C(=O)OC(C)(C)C ((3S,4R)-3-Bromomethyl-1-tert-butoxycarbonyl-4-hydroxypyrrolidine), FC(C(C(C(C(C(C(C(F)(F)F)(F)F)(F)F)(F)F)(F)F)(F)F)(F)F)(S(=O)(=O)F)F (perfluoro-1-octanesulfonylfluoride). Solvent: C1(=CC=CC=C1)C (toluene). Reaction conditions: temperature 2 celsius, time 1 hour. Yields the product BrC[C@H]1CN(C[C@H]1F)C(=O)OC(C)(C)C ((3S,4S)-3-bromomethyl-1-tert-butoxycarbonyl-4-fluoropyrrolidine). Reaction SMILES: [Br:1][CH2:2][C@@H:3]1[C@@H:7](O)[CH2:6][N:5]([C:9]([O:11][C:12]([CH3:15])([CH3:14])[CH3:13])=[O:10])[CH2:4]1.N12CCCN=C1CCCCC2.[F:27]C(F)(S(F)(=O)=O)C(F)(F)C(F)(F)C(F)(F)C(F)(F)C(F)(F)C(F)(F)C(F)(F)F>C1(C)C=CC=CC=1>[Br:1][CH2:2][C@@H:3]1[C@H:7]([F:27])[CH2:6][N:5]([C:9]([O:11][C:12]([CH3:15])([CH3:14])[CH3:13])=[O:10])[CH2:4]1. Reported procedure: Process B: (3S,4R)-3-Bromomethyl-1-tert-butoxycarbonyl-4-hydroxypyrrolidine (561 mg) was dissolved in toluene (20 mL). To this solution, 1,8-diazabicyclo[5.4.0]undec-7-ene (0.50 mL) was added and perfluoro-1-octanesulfonylfluoride (0.93 mL) was then added dropwise while the mixture was chilled in an ice water bath. After stirred at 2° C. for 1 hour, the reaction mixture was poured on a silica gel pad and was eluted with ethyl acetate (100 mL). The eluate was concentrated under reduced pressure a... Procedure details: First, 3-cyanobenzoic acid (20 grams) is heated under reflux for 1.5 hours in thionyl chloride (100 ml). The excess thionyl chloride is removed by distillation. The crude acid chloride which remains is diluted with nitrobenzene (200 ml). Anhydrous aluminum chloride (21.75 g) is added and the mixture cooled in an ice bath. Then, 1-butoxy-3-methoxybenzene (20 g, 0.11 mole) is added in one portion. The reaction mixture is stirred at room temperature overnight and then heated to 105° C. for 2 hours.... Starting materials: C(#N)C=1C=C(C(=O)O)C=CC1 (3-cyanobenzoic acid), C(CCC)OC1=CC(=CC=C1)OC (1-butoxy-3-methoxybenzene), ice water, Cl (hydrochloric acid). Run at time 8 hour. RXN SMILES: [C:1]([C:3]1[CH:4]=[C:5]([CH:9]=[CH:10][CH:11]=1)[C:6]([OH:8])=O)#[N:2].[CH2:12]([O:16][C:17]1[CH:22]=[CH:21][CH:20]=[C:19]([O:23]C)[CH:18]=1)[CH2:13][CH2:14][CH3:15].Cl>S(Cl)(Cl)=O>[CH2:12]([O:16][C:17]1[CH:22]=[CH:21][C:20]([C:6]([C:5]2[CH:4]=[C:3]([CH:11]=[CH:10][CH:9]=2)[C:1]#[N:2])=[O:8])=[C:19]([OH:23])[CH:18]=1)[CH2:13][CH2:14][CH3:15]. The yield is 5.5%. Solvent: S(=O)(Cl)Cl (thionyl chloride). The product is C(CCC)OC1=CC(=C(C(=O)C=2C=C(C#N)C=CC2)C=C1)O (3-(4-butoxy-2-hydroxybenzoyl)benzonitrile). Starting materials: Cc1cnc(NCc2ccc(S(N)(=O)=O)cc2)c2ncc(Br)n12, CC1(C)OB(c2ccc(O)cc2)OC1(C)C, [K+], [K+], O=C([O-])[O-], CC(=O)[O-], CC(=O)[O-], CN(C)C=O, O, [Pd+2]. Product: Cc1cnc(NCc2ccc(S(N)(=O)=O)cc2)c2ncc(-c3ccc(O)cc3)n12. Reaction SMILES: [Br:1][c:2]1[cH:3][n:4][c:5]2[n:6]1[c:7]([CH3:23])[cH:8][n:9][c:10]2[NH:11][CH2:12][c:13]1[cH:14][cH:15][c:16]([S:19](=[O:20])(=[O:21])[NH2:22])[cH:17][cH:18]1.[CH3:24][C:25]1([CH3:26])[C:27]([CH3:28])([CH3:29])[O:30][B:31]([c:32]2[cH:33][cH:34][c:35]([OH:38])[cH:36][cH:37]2)[O:39]1.[K+:40].[K+:41].[O-:42][C:43]([O-:44])=[O:45].[O-:53][C:54]([CH3:55])=[O:56].[O-:57][C:58]([CH3:59])=[O:60].[O:47]=[CH:48][N:49]([CH3:50])[CH3:51].[OH2:46].[Pd+2:52]>>[c:2]1(-[c:32]2[cH:33][cH:34][c:35]([OH:38])[cH:36][cH:37]2)[cH:3][n:4][c:5]2[n:6]1[c:7]([CH3:23])[cH:8][n:9][c:10]2[NH:11][CH2:12][c:13]1[cH:14][cH:15][c:16]([S:19](=[O:20])(=[O:21])[NH2:22])[cH:17][cH:18]1. Yields the product C(C=C)ON=C1C[C@H](N(C1)C(=O)NC1=CC=CC=C1)C(=O)NC=1C=CC=2N(C3=CC=CC=C3C2C1)CC ((2S,4EZ)-4-[(allyloxy)imino]-N2-(9-ethyl-9H-carbazol-3-yl)-N1-phenyl-1,2-pyrrolidinedicarboxamide). RXN SMILES: [CH2:1]([O:4][N:5]=[C:6]1[CH2:10][N:9]([C:11]([O:13]C(C)(C)C)=O)[C@H:8]([C:18]([OH:20])=O)[CH2:7]1)[CH:2]=[CH2:3].[N:21]([C:24]1[CH:29]=[CH:28][CH:27]=[CH:26][CH:25]=1)=C=O.[CH2:30]([N:32]1[C:44]2[CH:43]=[CH:42][C:41]([NH2:45])=[CH:40][C:39]=2[C:38]2[C:33]1=[CH:34][CH:35]=[CH:36][CH:37]=2)[CH3:31]>>[CH2:1]([O:4][N:5]=[C:6]1[CH2:10][N:9]([C:11]([NH:21][C:24]2[CH:29]=[CH:28][CH:27]=[CH:26][CH:25]=2)=[O:13])[C@H:8]([C:18]([NH:45][C:41]2[CH:42]=[CH:43][C:44]3[N:32]([CH2:30][CH3:31])[C:33]4[C:38]([C:39]=3[CH:40]=2)=[CH:37][CH:36]=[CH:35][CH:34]=4)=[O:20])[CH2:7]1)[CH:2]=[CH2:3]. Starting materials: C(C=C)ON=C1C[C@H](N(C1)C(=O)OC(C)(C)C)C(=O)O ((2S,4EZ)-4-[(allyloxy)-imino]-1-(tert-butoxycarbonyl)-2-pyrrolidinecarboxylic acid), N(=C=O)C1=CC=CC=C1 (isocyanatobenzene), C(C)N1C2=CC=CC=C2C=2C=C(C=CC12)N (9-ethyl-9H-carbazol-3-amine). Reported procedure: Following the general method as outlined in Example 22, starting from (2S,4EZ)-4-[(allyloxy)-imino]-1-(tert-butoxycarbonyl)-2-pyrrolidinecarboxylic acid, isocyanatobenzene, and 9-ethyl-9H-carbazol-3-amine the title compound was obtained in 67% purity by LC/MS. MS(ESI+): m/z=496.4. Starting materials: BrB(Br)Br, COc1cccc2c(=O)[nH]c3scnc3c12, ClCCl. Yields the product O=c1[nH]c2scnc2c2c(O)cccc12. As a reaction SMILES: [B:17]([Br:18])([Br:19])[Br:20].[CH3:1][O:2][c:3]1[c:4]2[c:5]3[c:6]([nH:7][c:8](=[O:13])[c:9]2[cH:10][cH:11][cH:12]1)[s:14][cH:15][n:16]3.[Cl:21][CH2:22][Cl:23]>>[OH:2][c:3]1[c:4]2[c:5]3[c:6]([nH:7][c:8](=[O:13])[c:9]2[cH:10][cH:11][cH:12]1)[s:14][cH:15][n:16]3. Reactants: CON=C(C(=O)NC1[C@@H]2N(C(=C(CS2)CSC2=NC(=NS2)C)C(=O)O)C1=O)C=1N=C(SC1)NC=O (7-[2-methoxyimino-2-(2-formamidothiazol-4-yl)acetamido]-3-(3-methyl-1,2,4-thiadiazol-5-yl)thiomethyl-3-cephem-4-carboxylic acid), Cl (hydrochloric acid). The solvent is CO (methanol). Run at time 3 hour. Product: CON=C(C(=O)NC1[C@@H]2N(C(=C(CS2)CSC2=NC(=NS2)C)C(=O)O)C1=O)C=1N=C(SC1)N (7-[2-methoxyimino-2-(2-aminothiazol-4-yl)acetamido]-3-(3-methyl-1,2,4-thiadiazol-5-yl)thiomethyl-3-cephem-4-carboxylic acid). Yield: 64.6%. Reaction SMILES: [CH3:1][O:2][N:3]=[C:4]([C:28]1[N:29]=[C:30]([NH:33]C=O)[S:31][CH:32]=1)[C:5]([NH:7][CH:8]1[C:26](=[O:27])[N:10]2[C:11]([C:23]([OH:25])=[O:24])=[C:12]([CH2:15][S:16][C:17]3[S:21][N:20]=[C:19]([CH3:22])[N:18]=3)[CH2:13][S:14][C@H:9]12)=[O:6].Cl>CO>[CH3:1][O:2][N:3]=[C:4]([C:28]1[N:29]=[C:30]([NH2:33])[S:31][CH:32]=1)[C:5]([NH:7][CH:8]1[C:26](=[O:27])[N:10]2[C:11]([C:23]([OH:25])=[O:24])=[C:12]([CH2:15][S:16][C:17]3[S:21][N:20]=[C:19]([CH3:22])[N:18]=3)[CH2:13][S:14][C@H:9]12)=[O:6]. Procedure details: A mixture of 7-[2-methoxyimino-2-(2-formamidothiazol-4-yl)acetamido]-3-(3-methyl-1,2,4-thiadiazol-5-yl)thiomethyl-3-cephem-4-carboxylic acid (syn isomer) (2.2 g.), conc. hydrochloric acid (0.8 ml.) and methanol (16 ml.) was stirred for 3 hours at ambient temperature. The solvent was distilled off under reduced pressure and the residue was dissolved in a saturated aqueous solution of sodium bicarbonate (pH 7.5). The aqueous solution was adjusted to pH 3.5 with 10% hydrochloric acid and stirred fo... The reactants are C(C)(C)C1=C(C(=CC(=C1)C(C)C)C(C)C)S(=O)(=O)Cl (2,4,6-triisopropylbenzenesulfonyl chloride), [N-]=[N+]=[N-].[Na+] (sodium azide). Solvent: CC(=O)C (acetone), C(C)O.O (ethanol H2O). Conditions: time 2 hour. The product is C(C)(C)C1=C(C(=CC(=C1)C(C)C)C(C)C)S(=O)(=O)N=[N+]=[N-] (2,4,6-Triisopropylbenzenesulfonyl azide). Reaction SMILES: [CH:1]([C:4]1[CH:9]=[C:8]([CH:10]([CH3:12])[CH3:11])[CH:7]=[C:6]([CH:13]([CH3:15])[CH3:14])[C:5]=1[S:16](Cl)(=[O:18])=[O:17])([CH3:3])[CH3:2].[N-:20]=[N+:21]=[N-:22].[Na+]>CC(C)=O.C(O)C.O>[CH:1]([C:4]1[CH:9]=[C:8]([CH:10]([CH3:12])[CH3:11])[CH:7]=[C:6]([CH:13]([CH3:15])[CH3:14])[C:5]=1[S:16]([N:20]=[N+:21]=[N-:22])(=[O:18])=[O:17])([CH3:3])[CH3:2] |f:1.2,4.5|. Procedure details: To a stirred solution of 2,4,6-triisopropylbenzenesulfonyl chloride (18.2 g, 60.0 mmol) in reagen acetone (70 mL) is added a solution of sodium azide (4.3 g, 60 μmol) in ethanol-H2O 1:1 (40 mL). The temperature of the mixture rises from 21° C. to 29° C. during the addition. After stirring at room temperature for 2 hours, the reaction mixture is partitioned between dichloromethane and half saturated brine. The aqueous solution is extracted with dichloromethane (3×), the combined organic solution ... Product: OCC#CC1=CC=C(C=C1)N1CCN(CC1)C(=O)OC(C)(C)C (tert-butyl 4-(4-(3-hydroxyprop-1-ynyl)phenyl)piperazine-1-carboxylate). Isolated yield 75.0%. The reactants are IC1=CC=C(C=C1)N1CCN(CC1)C(=O)OC(C)(C)C (tert-butyl 4-(4-iodophenyl)piperazine-1-carboxylate), C1(=CC=CC=C1)P(C1=CC=CC=C1)C1=CC=CC=C1 (triphenylphosphine), CN(C)C=O (DMF). RXN SMILES: I[C:2]1[CH:7]=[CH:6][C:5]([N:8]2[CH2:13][CH2:12][N:11]([C:14]([O:16][C:17]([CH3:20])([CH3:19])[CH3:18])=[O:15])[CH2:10][CH2:9]2)=[CH:4][CH:3]=1.[C:21]1(P(C2C=CC=CC=2)C2C=CC=CC=2)[CH:26]=CC=C[CH:22]=1.CN(C=[O:44])C>[Pd](Cl)Cl.[Cu](I)I>[OH:44][CH2:22][C:21]#[C:26][C:2]1[CH:7]=[CH:6][C:5]([N:8]2[CH2:13][CH2:12][N:11]([C:14]([O:16][C:17]([CH3:20])([CH3:19])[CH3:18])=[O:15])[CH2:10][CH2:9]2)=[CH:4][CH:3]=1. Run at time 24 hour. Reagents/catalysts: [Pd](Cl)Cl (palladium chloride), [Cu](I)I (copper iodide). Reported procedure: To a slurry of tert-butyl 4-(4-iodophenyl)piperazine-1-carboxylate (200 mg, 0.515 mmol), triphenylphosphine (1.4 mg, 0.005 mmol), and palladium chloride (0.5 mg, 0.003 mmol) in DEA (2 mL) was added DMF (400 μL) and copper iodide (1 mg, 0.005 mmol). The reaction mixture stirred at room temperature for 24 h. The next day, the reaction mixture was concentrated and purified using silica gel chromatography (gradient method 0%-100% EtOAc in hexanes) to afford tert-butyl 4-(4-(3-hydroxyprop-1-ynyl)phen... Starting materials: [BH4-], CO, CN(C(=O)C(C)(C)c1cc(C(F)(F)F)cc(C(F)(F)F)c1)c1cnc(N2CC(O)CC2CO)cc1-c1ccc(F)cc1C=O, [Na+]. Product: CN(C(=O)C(C)(C)c1cc(C(F)(F)F)cc(C(F)(F)F)c1)c1cnc(N2CC(O)CC2CO)cc1-c1ccc(F)cc1CO. RXN SMILES: [BH4-:1].[CH3:47][OH:48].[F:3][C:4]([c:5]1[cH:6][c:7]([C:15]([C:16](=[O:17])[N:18]([CH3:19])[c:20]2[cH:21][n:22][c:23]([N:35]3[CH:36]([CH2:41][OH:42])[CH2:37][CH:38]([OH:40])[CH2:39]3)[cH:24][c:25]2-[c:26]2[c:27]([CH:33]=[O:34])[cH:28][c:29]([F:32])[cH:30][cH:31]2)([CH3:43])[CH3:44])[cH:8][c:9]([C:11]([F:12])([F:13])[F:14])[cH:10]1)([F:45])[F:46].[Na+:2]>>[F:3][C:4]([c:5]1[cH:6][c:7]([C:15]([C:16](=[O:17])[N:18]([CH3:19])[c:20]2[cH:21][n:22][c:23]([N:35]3[CH:36]([CH2:41][OH:42])[CH2:37][CH:38]([OH:40])[CH2:39]3)[cH:24][c:25]2-[c:26]2[c:27]([CH2:33][OH:34])[cH:28][c:29]([F:32])[cH:30][cH:31]2)([CH3:43])[CH3:44])[cH:8][c:9]([C:11]([F:12])([F:13])[F:14])[cH:10]1)([F:45])[F:46].